From a dataset of the Open Reaction Database (ORD), a public repository of structured organic reaction records. describe an organic reaction: reactants, conditions, products, and yield The reactants are N1C=CC2=CC(=CC=C12)C(=O)O (1H-indole-5-carboxylic acid), C(C)N (ethylamine). Yields the product C(C)NC(=O)C=1C=C2C=CNC2=CC1 (N-ethyl-1H-indole-5-carboxamide). RXN SMILES: [NH:1]1[C:9]2[C:4](=[CH:5][C:6]([C:10]([OH:12])=O)=[CH:7][CH:8]=2)[CH:3]=[CH:2]1.[CH2:13]([NH2:15])[CH3:14]>>[CH2:13]([NH:15][C:10]([C:6]1[CH:5]=[C:4]2[C:9](=[CH:8][CH:7]=1)[NH:1][CH:2]=[CH:3]2)=[O:12])[CH3:14]. Procedure details: The title compound was prepared by following the similar procedure as described in Intermediate-10, using 1H-indole-5-carboxylic acid and ethylamine; MS: 189.1 (M+1).